This data is from the Open Reaction Database (ORD), a public repository of structured organic reaction records. The task is: describe an organic reaction: reactants, conditions, products, and yield The reactants are CN(CC=O)C(=O)OC(C)(C)C, CC(=O)O[BH-](OC(C)=O)OC(C)=O, COCc1ccc(-c2nccnc2N2CCNCC2)cc1, ClCCCl, [Na+]. Yields the product COCc1ccc(-c2nccnc2N2CCN(CCN(C)C(=O)OC(C)(C)C)CC2)cc1. RXN SMILES: [C:22]([CH3:23])([CH3:24])([CH3:25])[O:26][C:27]([N:28]([CH2:29][CH:30]=[O:31])[CH3:32])=[O:33].[C:34]([O:35][BH-:36]([O:37][C:38](=[O:39])[CH3:40])[O:41][C:42](=[O:43])[CH3:44])(=[O:45])[CH3:46].[CH3:1][O:2][CH2:3][c:4]1[cH:5][cH:6][c:7](-[c:10]2[c:11]([N:16]3[CH2:17][CH2:18][NH:19][CH2:20][CH2:21]3)[n:12][cH:13][cH:14][n:15]2)[cH:8][cH:9]1.[Cl:48][CH2:49][CH2:50][Cl:51].[Na+:47]>>[CH3:1][O:2][CH2:3][c:4]1[cH:5][cH:6][c:7](-[c:10]2[c:11]([N:16]3[CH2:17][CH2:18][N:19]([CH2:30][CH2:29][N:28]([C:27]([O:26][C:22]([CH3:23])([CH3:24])[CH3:25])=[O:33])[CH3:32])[CH2:20][CH2:21]3)[n:12][cH:13][cH:14][n:15]2)[cH:8][cH:9]1. Reactants: Cl.ClC=1C=C(C=CC1Cl)CCCN (3-(3,4-dichlorophenyl)propan-1-amine hydrochloride), FC(C1=C(C=CC=C1)CCC(=O)O)(F)F (3-(2-(trifluoromethyl)phenyl)propanoic acid). Yields the product Cl.FC(C1=C(C=CC=C1)CCCN)(F)F (3-(2-(trifluoromethyl)phenyl)propan-1-amine hydrochloride). Reaction SMILES: Cl.[Cl:2][C:3]1[CH:4]=[C:5]([CH2:10][CH2:11][CH2:12][NH2:13])[CH:6]=[CH:7][C:8]=1Cl.[F:14][C:15]([F:28])([F:27])C1C=CC=CC=1CCC(O)=O>>[ClH:2].[F:14][C:15]([F:28])([F:27])[C:6]1[CH:7]=[CH:8][CH:3]=[CH:4][C:5]=1[CH2:10][CH2:11][CH2:12][NH2:13] |f:0.1,3.4|. Procedure details: Intermediate 4 was prepared according to the procedures described in Intermediate 1 using 3-(2-(trifluoromethyl)phenyl)propanoic acid as the starting material. LC-MS (ESI) m/z 204.0 (M+H)+, RT=1.40 min (Method B). The reactants are Cc1ccc(-n2nc(C(C)(C)C)cc2NC(=O)Nc2ccc(OC(C)(C)Cc3ccnc(NC(=O)OC(C)(C)C)c3)c3ccccc23)cc1, CO, ClCCl, O=C(O)C(F)(F)F. The product is Cc1ccc(-n2nc(C(C)(C)C)cc2NC(=O)Nc2ccc(OC(C)(C)Cc3ccnc(N)c3)c3ccccc23)cc1. As a reaction SMILES: [C:8]([CH3:9])([CH3:10])([CH3:11])[c:12]1[n:13][n:14](-[c:50]2[cH:51][cH:52][c:53]([CH3:56])[cH:54][cH:55]2)[c:15]([NH:17][C:18]([NH:19][c:20]2[cH:21][cH:22][c:23]([O:30][C:31]([CH2:32][c:33]3[cH:34][c:35]([NH:39][C:40](=[O:41])[O:42][C:43]([CH3:44])([CH3:45])[CH3:46])[n:36][cH:37][cH:38]3)([CH3:47])[CH3:48])[c:24]3[cH:25][cH:26][cH:27][cH:28][c:29]23)=[O:49])[cH:16]1.[CH3:60][OH:61].[Cl:57][CH2:58][Cl:59].[F:1][C:2]([F:3])([F:4])[C:5]([OH:6])=[O:7]>>[C:8]([CH3:9])([CH3:10])([CH3:11])[c:12]1[n:13][n:14](-[c:50]2[cH:51][cH:52][c:53]([CH3:56])[cH:54][cH:55]2)[c:15]([NH:17][C:18]([NH:19][c:20]2[cH:21][cH:22][c:23]([O:30][C:31]([CH2:32][c:33]3[cH:34][c:35]([NH2:39])[n:36][cH:37][cH:38]3)([CH3:47])[CH3:48])[c:24]3[cH:25][cH:26][cH:27][cH:28][c:29]23)=[O:49])[cH:16]1. Reagents/catalysts: CN(C)C=1C=CN=CC1 (DMAP). Procedure details: A solution of 2-Amino-5-(4,4-difluoro-piperidine-1-sulfonyl)-thiophene-3-carboxylic acid amide (53 mg, 0.18 mmol), TEA (125 μL, 0.90 mmol), DMAP (7 mg, 0.054 mmol), 2-Chloro-1-methylpyridinium iodide (60 mg, 0.23 mmol) and 2-fluorobenzoic acid (33 mg, 0.23 mmol) in DCM is stirred at 80° C. overnight. The mixture is then diluted with DCM and washed with aqueous NaHCO3. The organic phase is isolated evaporated, and the residue is purified by preparative chromatography to yield the desired product. The product is FC1(CCN(CC1)S(=O)(=O)C1=CC(=C(S1)NC(C1=C(C=CC=C1)F)=O)C(=O)N)F (5-(4,4-difluoropiperidin-1-ylsulfonyl)-2-(2-fluorobenzamido)thiophene-3-carboxamide). The reactants are NC=1SC(=CC1C(=O)N)S(=O)(=O)N1CCC(CC1)(F)F (2-Amino-5-(4,4-difluoro-piperidine-1-sulfonyl)-thiophene-3-carboxylic acid amide), TEA, [I-].ClC1=[N+](C=CC=C1)C (2-Chloro-1-methylpyridinium iodide), FC1=C(C(=O)O)C=CC=C1 (2-fluorobenzoic acid). Solvent: C(Cl)Cl (DCM), C(Cl)Cl (DCM). RXN SMILES: [NH2:1][C:2]1[S:3][C:4]([S:10]([N:13]2[CH2:18][CH2:17][C:16]([F:20])([F:19])[CH2:15][CH2:14]2)(=[O:12])=[O:11])=[CH:5][C:6]=1[C:7]([NH2:9])=[O:8].[I-].ClC1C=CC=C[N+]=1C.[F:30][C:31]1[CH:39]=[CH:38][CH:37]=[CH:36][C:32]=1[C:33](O)=[O:34]>CN(C1C=CN=CC=1)C.C(Cl)Cl>[F:19][C:16]1([F:20])[CH2:17][CH2:18][N:13]([S:10]([C:4]2[S:3][C:2]([NH:1][C:33](=[O:34])[C:32]3[CH:36]=[CH:37][CH:38]=[CH:39][C:31]=3[F:30])=[C:6]([C:7]([NH2:9])=[O:8])[CH:5]=2)(=[O:12])=[O:11])[CH2:14][CH2:15]1 |f:1.2|. The reactants are C(C)(=O)OCC (ethyl acetate), C(C)(C)[Si](C(C)C)(C(C)C)Cl (triisopropylsilyl chloride), C1(=CC=CC=C1)C(CCO)C(C)O (3-phenylpentane-1,4-diol), N1C=NC=C1 (imidazole). Run in O (water), CN(C=O)C (N,N-dimethylformamide). Run at time 19 hour. Yields the product C1(=CC=CC=C1)C(C(C)O)CCO[Si](C(C)C)(C(C)C)C(C)C (3-phenyl-5-((tris(propan-2-yl)silyl)oxy)pentan-2-ol). RXN SMILES: [CH:1]([Si:4](Cl)([CH:8]([CH3:10])[CH3:9])[CH:5]([CH3:7])[CH3:6])([CH3:3])[CH3:2].[C:12]1([CH:18]([CH:22]([OH:24])[CH3:23])[CH2:19][CH2:20][OH:21])[CH:17]=[CH:16][CH:15]=[CH:14][CH:13]=1.N1C=CN=C1.C(OCC)(=O)C>CN(C)C=O.O>[C:12]1([CH:18]([CH2:19][CH2:20][O:21][Si:4]([CH:8]([CH3:10])[CH3:9])([CH:5]([CH3:7])[CH3:6])[CH:1]([CH3:3])[CH3:2])[CH:22]([OH:24])[CH3:23])[CH:17]=[CH:16][CH:15]=[CH:14][CH:13]=1. Procedure: 1.25 mL of triisopropylsilyl chloride was added dropwise to a solution of 1.0 g of 3-phenylpentane-1,4-diol and 0.45 g of imidazole in 20 mL of N,N-dimethylformamide in a nitrogen atmosphere at a temperature of 5° C. to 10° C., and the obtained mixture was then stirred at room temperature for 19 hours. Thereafter, ethyl acetate and water were added to the reaction mixture. The organic layer was fractionated, and it was washed with a saturated sodium chloride aqueous solution and was then dried o... The reactants are O=C(Cl)C1CC1, Nc1nc2ccc(Oc3cccc(C(=O)Nc4cccc(C(F)(F)F)c4)c3)c([N+](=O)[O-])c2s1, c1ccncc1. Yields the product O=C(Nc1cccc(C(F)(F)F)c1)c1cccc(Oc2ccc3nc(NC(=O)C4CC4)sc3c2[N+](=O)[O-])c1. RXN SMILES: [CH:34]1([C:37](=[O:38])[Cl:39])[CH2:35][CH2:36]1.[NH2:1][c:2]1[s:3][c:4]2[c:5]([n:6]1)[cH:7][cH:8][c:9]([O:14][c:15]1[cH:16][c:17]([C:18](=[O:19])[NH:20][c:21]3[cH:22][c:23]([C:27]([F:28])([F:29])[F:30])[cH:24][cH:25][cH:26]3)[cH:31][cH:32][cH:33]1)[c:10]2[N+:11](=[O:12])[O-:13].[cH:40]1[cH:41][cH:42][n:43][cH:44][cH:45]1>>[NH:1]([c:2]1[s:3][c:4]2[c:5]([n:6]1)[cH:7][cH:8][c:9]([O:14][c:15]1[cH:16][c:17]([C:18](=[O:19])[NH:20][c:21]3[cH:22][c:23]([C:27]([F:28])([F:29])[F:30])[cH:24][cH:25][cH:26]3)[cH:31][cH:32][cH:33]1)[c:10]2[N+:11](=[O:12])[O-:13])[C:37]([CH:34]1[CH2:35][CH2:36]1)=[O:38]. The reactants are O=C(O)c1ccc(OCC2(O)CCN(Cc3ccccc3)CC2)cc1, CO. The product is COC(=O)c1ccc(OCC2(O)CCN(Cc3ccccc3)CC2)cc1. As a reaction SMILES: [CH2:1]([c:2]1[cH:3][cH:4][cH:5][cH:6][cH:7]1)[N:8]1[CH2:9][CH2:10][C:11]([OH:14])([CH2:15][O:16][c:17]2[cH:18][cH:19][c:20]([C:23](=[O:24])[OH:25])[cH:21][cH:22]2)[CH2:12][CH2:13]1.[CH3:26][OH:27]>>[CH2:1]([c:2]1[cH:3][cH:4][cH:5][cH:6][cH:7]1)[N:8]1[CH2:9][CH2:10][C:11]([OH:14])([CH2:15][O:16][c:17]2[cH:18][cH:19][c:20]([C:23](=[O:24])[O:25][CH3:26])[cH:21][cH:22]2)[CH2:12][CH2:13]1. The reactants are [H][H] (hydrogen), C1(=CC=C(C=C1)N=C=NC1=CC=C(C=C1)C)C (bis-p-tolyl-carbodiimide), C1CCOC1 (THF), CC1(CC(CC(N1[O])(C)C)O)C (4-Hydroxy-2,2,6,6-tetramethylpiperidine-N-oxyl), Pt, C1CCOC1 (THF), [H][H] (hydrogen). Reaction conditions: time 16 hour. Product: OC1CC(N(C(C1)(C)C)OC(NC1=CC=C(C=C1)C)=NC1=CC=C(C=C1)C)(C)C (2-(4-hydroxy-2,2,6,6-tetramethyl-piperidin-1-yl)-1,3-di-p-tolyl-isourea). Reaction SMILES: [CH3:1][C:2]1([CH3:12])[N:7]([O])[C:6]([CH3:10])([CH3:9])[CH2:5][CH:4]([OH:11])[CH2:3]1.[H][H].[C:15]1([CH3:31])[CH:20]=[CH:19][C:18]([N:21]=[C:22]=[N:23][C:24]2[CH:29]=[CH:28][C:27]([CH3:30])=[CH:26][CH:25]=2)=[CH:17][CH:16]=1.C1C[O:35]CC1>>[OH:11][CH:4]1[CH2:3][C:2]([CH3:12])([CH3:1])[N:7]([O:35][C:22](=[N:23][C:24]2[CH:25]=[CH:26][C:27]([CH3:30])=[CH:28][CH:29]=2)[NH:21][C:18]2[CH:19]=[CH:20][C:15]([CH3:31])=[CH:16][CH:17]=2)[C:6]([CH3:10])([CH3:9])[CH2:5]1 |^1:4|. Reported procedure: 4-Hydroxy-2,2,6,6-tetramethylpiperidine-N-oxyl (1.9 g, 11 mmol) is dissolved in THF (40 ml) and hydrogenated in the presence of 0.035 g Pt (5% on carbon) catalyst using 4 bar hydrogen pressure. The hydrogen uptake stops after approximately one hour. The reaction mixture is then filtered and mixed with the solution of bis-p-tolyl-carbodiimide (2.45 g, 11 mmol) in THF (30 ml). The solution is stirred under argon at room temperature for 16 hours and concentrated. The residue is chromatographed on s...